Dataset: the Open Reaction Database (ORD), a public repository of structured organic reaction records. Task: describe an organic reaction: reactants, conditions, products, and yield Reactants: CCOC(=O)CCc1cc2cc(-c3noc(-c4ccc(OC(C)C)c(C#N)c4)n3)ccc2[nH]1, C1CCOC1, CC(C)O, Cl, [Na+], [OH-], O. The product is CC(C)Oc1ccc(-c2nc(-c3ccc4[nH]c(CCC(=O)O)cc4c3)no2)cc1C#N. Reaction SMILES: [C:3](#[N:4])[c:5]1[cH:6][c:7](-[c:15]2[n:16][c:17](-[c:20]3[cH:21][c:22]4[cH:23][c:24]([CH2:29][CH2:30][C:31](=[O:32])[O:33][CH2:34][CH3:35])[nH:25][c:26]4[cH:27][cH:28]3)[n:18][o:19]2)[cH:8][cH:9][c:10]1[O:11][CH:12]([CH3:13])[CH3:14].[CH2:37]1[O:38][CH2:39][CH2:40][CH2:41]1.[CH:42]([OH:43])([CH3:44])[CH3:45].[ClH:36].[Na+:2].[OH-:1].[OH2:46]>>[C:3](#[N:4])[c:5]1[cH:6][c:7](-[c:15]2[n:16][c:17](-[c:20]3[cH:21][c:22]4[cH:23][c:24]([CH2:29][CH2:30][C:31](=[O:32])[OH:33])[nH:25][c:26]4[cH:27][cH:28]3)[n:18][o:19]2)[cH:8][cH:9][c:10]1[O:11][CH:12]([CH3:13])[CH3:14]. Reactants: Cc1cc(C)cc(Br)c1, CCN(CC)C(=O)c1ccccc1O, CCCCCCCCCCCC, CCOC(C)=O, [Cu]I, [K+], [K+], [K+], Cc1ccc(N)cc1, [NH4+], [OH-], O, O=P([O-])([O-])[O-], c1ccc2[nH]ccc2c1. Product: Cc1ccc(Nc2cc(C)cc(C)c2)cc1. Reaction SMILES: [Br:31][c:32]1[cH:33][c:34]([CH3:39])[cH:35][c:36]([CH3:38])[cH:37]1.[CH2:1]([N:2]([CH2:3][CH3:4])[C:5](=[O:6])[c:7]1[c:8]([OH:13])[cH:9][cH:10][cH:11][cH:12]1)[CH3:14].[CH3:42][CH2:43][CH2:44][CH2:45][CH2:46][CH2:47][CH2:48][CH2:49][CH2:50][CH2:51][CH2:52][CH3:53].[CH3:66][CH2:67][O:68][C:69](=[O:70])[CH3:71].[Cu:63][I:64].[K+:28].[K+:29].[K+:30].[NH2:15][c:16]1[cH:17][cH:18][c:19]([CH3:22])[cH:20][cH:21]1.[NH4+:40].[OH-:41].[OH2:65].[P:23]([O-:24])([O-:25])([O-:26])=[O:27].[nH:54]1[c:55]2[c:56]([cH:57][cH:58][cH:59][cH:60]2)[cH:61][cH:62]1>>[NH:15]([c:16]1[cH:17][cH:18][c:19]([CH3:22])[cH:20][cH:21]1)[c:32]1[cH:33][c:34]([CH3:39])[cH:35][c:36]([CH3:38])[cH:37]1. Reactants: [OH-].[Na+] (sodium hydroxide), FC1=CC=C(C=C1)C1=NN(C=C1C=1C=CC=2N(C1)C(=CN2)C2=NC=CC=C2)C(C2=CC=CC=C2)(C2=CC=CC=C2)C2=CC=CC=C2 (6-[3-(4-fluorophenyl)-1-trityl-1H-4-pyrazolyl]-3-(2-pyridyl)imidazo[1,2-a]pyridine), Cl (hydrochloric acid), O1CCCC1 (tetrahydrofuran). Solvent: O (water), C(C)(=O)OCC (ethyl acetate), CO (methanol). Product: FC1=CC=C(C=C1)C1=NNC=C1C=1C=CC=2N(C1)C(=CN2)C2=NC=CC=C2 (6-[3-(4-Fluorophenyl)-1H-4-pyrazolyl]-3-(2-pyridyl)imidazo-[1,2-a]pyridine). Yield: 44.6%. As a reaction SMILES: [F:1][C:2]1[CH:7]=[CH:6][C:5]([C:8]2[C:12]([C:13]3[CH:14]=[CH:15][C:16]4[N:17]([C:19]([C:22]5[CH:27]=[CH:26][CH:25]=[CH:24][N:23]=5)=[CH:20][N:21]=4)[CH:18]=3)=[CH:11][N:10](C(C3C=CC=CC=3)(C3C=CC=CC=3)C3C=CC=CC=3)[N:9]=2)=[CH:4][CH:3]=1.Cl.O1CCCC1.[OH-].[Na+]>O.C(OCC)(=O)C.CO>[F:1][C:2]1[CH:7]=[CH:6][C:5]([C:8]2[C:12]([C:13]3[CH:14]=[CH:15][C:16]4[N:17]([C:19]([C:22]5[CH:27]=[CH:26][CH:25]=[CH:24][N:23]=5)=[CH:20][N:21]=4)[CH:18]=3)=[CH:11][NH:10][N:9]=2)=[CH:4][CH:3]=1 |f:3.4|. Reported procedure: 147 mg 6-[3-(4-fluorophenyl)-1-trityl-1H-4-pyrazolyl]-3-(2-pyridyl)imidazo[1,2-a]pyridine obtained in Example 22, 1.8 mL of 5 N hydrochloric acid, 4 ml tetrahydrofuran and 4 mL methanol were stirred overnight at room temperature. The reaction solution was cooled and then basified with 5 N aqueous sodium hydroxide, followed by adding ethyl acetate and water to separate an organic layer. The organic layer was washed with water and brine and dried over anhydrous sodium sulfate. The drying agent was... Starting materials: C1OC2([C@]3(C)[C@@H](C=C2)[C@@H]2[C@@H](CC=4C=C(C=CC4[C@H]2CC3)O)CCCCCO)OC1 (17,17-ethylenedioxy-7α-(5-hydroxypentyl)-estra-1,3,5(10),15-tetraen-3-ol), [OH-].[Li+] (lithium hydroxide), C(C1=CC=CC=C1)Br (benzyl bromide). The solvent is C(C)(=O)OCC (ethyl acetate), CN(C=O)C (dimethylformamide). The product is C(C1=CC=CC=C1)OC1=CC=2C[C@H]([C@H]3[C@@H]4C=CC5([C@@]4(C)CC[C@@H]3C2C=C1)OCCO5)CCCCCO (3-benzyloxy-17,17-ethylenedioxy-7α-(5-hydroxypentyl)-estra-1,3,5(10),15-tetraene). As a reaction SMILES: [CH2:1]1[CH2:29][O:28][C:3]2([CH:8]=[CH:7][C@H:6]3[C@H:9]4[C@H:18]([CH2:19][CH2:20][C@:4]23[CH3:5])[C:17]2[CH:16]=[CH:15][C:14]([OH:21])=[CH:13][C:12]=2[CH2:11][C@H:10]4[CH2:22][CH2:23][CH2:24][CH2:25][CH2:26][OH:27])[O:2]1.[OH-].[Li+].[CH2:32](Br)[C:33]1[CH:38]=[CH:37][CH:36]=[CH:35][CH:34]=1>CN(C)C=O.C(OCC)(=O)C>[CH2:32]([O:21][C:14]1[CH:15]=[CH:16][C:17]2[C@@H:18]3[C@H:9]([C@H:6]4[C@@:4]([CH2:20][CH2:19]3)([CH3:5])[C:3]3([O:2][CH2:1][CH2:29][O:28]3)[CH:8]=[CH:7]4)[C@H:10]([CH2:22][CH2:23][CH2:24][CH2:25][CH2:26][OH:27])[CH2:11][C:12]=2[CH:13]=1)[C:33]1[CH:38]=[CH:37][CH:36]=[CH:35][CH:34]=1 |f:1.2|. Reported procedure: A solution of 32.7 g of 17,17-ethylenedioxy-7α-(5-hydroxypentyl)-estra-1,3,5(10),15-tetraen-3-ol (see Example 1h) in 327 ml of dimethylformamide is mixed at room temperature with 5.73 g of lithium hydroxide and stirred with 15.1 ml of benzyl bromide for 2 hours at 60° C. Then, it is diluted with ethyl acetate, washed with water, dried on sodium sulfate, concentrated by evaporation in a vacuum and chromatographed on silica gel with dichloromethane/methanol. 32.8 g of 3-benzyloxy-17,17-ethylenedio... Reactants: CCCCCCCCc1ncc([N+](=O)[O-])[nH]1, COS(=O)(=O)OC, O=CO. Yields the product CCCCCCCCc1ncc([N+](=O)[O-])n1C. As a reaction SMILES: [CH2:1]([CH2:2][CH2:3][CH2:4][CH2:5][CH2:6][CH2:7][CH3:8])[c:9]1[nH:10][c:11]([N+:14](=[O:15])[O-:16])[cH:12][n:13]1.[CH3:17][O:18][S:19]([O:20][CH3:21])(=[O:22])=[O:23].[CH:24]([OH:25])=[O:26]>>[CH2:1]([CH2:2][CH2:3][CH2:4][CH2:5][CH2:6][CH2:7][CH3:8])[c:9]1[n:10]([CH3:17])[c:11]([N+:14](=[O:15])[O-:16])[cH:12][n:13]1.